From a dataset of the Open Reaction Database (ORD), a public repository of structured organic reaction records. describe an organic reaction: reactants, conditions, products, and yield RXN SMILES: C[O:2][C:3]1[N:4]([CH2:18][CH:19]2[CH2:23][CH2:22][O:21][CH2:20]2)[C:5]2[C:10]([N:11]=1)=[C:9]([NH2:12])[N:8]=[C:7]([O:13][CH2:14][CH2:15][O:16][CH3:17])[N:6]=2.[H][H].O1CCOCC1.O.[OH-].[Na+]>CO>[NH2:12][C:9]1[N:8]=[C:7]([O:13][CH2:14][CH2:15][O:16][CH3:17])[N:6]=[C:5]2[C:10]=1[NH:11][C:3](=[O:2])[N:4]2[CH2:18][CH:19]1[CH2:23][CH2:22][O:21][CH2:20]1 |f:1.2,4.5|. Run in CO (methanol). Yields the product NC1=C2NC(N(C2=NC(=N1)OCCOC)CC1COCC1)=O (6-Amino-2-{[2-(methoxy)ethyl]oxy}-9-(tetrahydro-3-furanylmethyl)-7,9-dihydro-8H-Purin-8-one). Isolated yield 72.9%. Reactants: [OH-].[Na+] (sodium hydroxide), COC=1N(C2=NC(=NC(=C2N1)N)OCCOC)CC1COCC1 (8-(Methoxy)-2-{[2-(methoxy)ethyl]oxy}-9-(tetrahydro-3-furanylmethyl)-9H-purin-6-amine), O (water), [H][H].O1CCOCC1 (hydrogen dioxane). Procedure: 8-(Methoxy)-2-{[2-(methoxy)ethyl]oxy}-9-(tetrahydro-3-furanylmethyl)-9H-purin-6-amine (0.1233 g) was dissolved in methanol (5 mL). To this solution was added 4N hydrogen dioxane (2 mL), stirred at room temperature for 4 hours. The reaction mixture was evaporated under reduced pressure to give a gum. To this material was added water (3 mL) to give a solution, which was then neutralised (to pH 7) using 2N sodium hydroxide. This gave a white solid which was filtered under suction and then washed wi... Conditions: time 4 hour. Starting materials: Cl (hydrogen chloride), C(C1=CC=CC=C1)O (benzyl alcohol), C1(=CC=CC=C1)C (toluene), N1=CC=CC=C1 (pyridine), S(=O)(Cl)Cl (thionyl chloride), [Cl-] (chloride). Run at time 24 hour. Product: COC1=C(CCl)C=C(C=C1)C (2-METHOXY-5-METHYLBENZYL CHLORIDE). The yield is 69.0%. Reaction SMILES: [CH2:1]([OH:8])C1C=CC=CC=1.N1C=CC=C[CH:10]=1.S(Cl)(Cl)=O.[ClH:19].[Cl-].[C:21]1([CH3:27])[CH:26]=[CH:25][CH:24]=[CH:23][CH:22]=1>>[CH3:1][O:8][C:22]1[CH:23]=[CH:24][C:25]([CH3:10])=[CH:26][C:21]=1[CH2:27][Cl:19]. Procedure: 3.23 g (21.22×10-3 mol) of benzyl alcohol and 50 cm3 of anhydrous toluene are introduced into a 100-cm3 three-necked flask. Under argon, while stirring and cooling the reaction mixture, 1.70 cm3 (21.10×10-3 mol) of pyridine dried over potassium hydroxide are introduced, followed by 3.5 cm3 (47.98×10-3 mol) of thionyl chloride. A white precipitate forms and hydrogen chloride is evolved. After introduction of the reactants, reaction is allowed to proceed at room temperature for approximately 24 h.... The reactants are C(C)OC(NC1C=2N(CCCC1)C(C=C(N2)C2=NC=NC=C2)=O)=O ((4-oxo-2-pyrimidin-4-yl -4,6,7,8,9,10-hexahydro-pyrimido[1,2-a]azepin-10-yl)-carbamic acid ethyl ester), BrN1C(CCC1=O)=O (N-bromosuccinimide), C(C1=CC=CC=C1)(=O)OOC(C1=CC=CC=C1)=O (benzoyl peroxide). The solvent is CN(C=O)C (dimethylformamide). Reaction conditions: temperature 50 celsius, time 20 minute. Product: C(C)OC(NC1C=2N(CCCC1)C(C(=C(N2)C2=NC=NC=C2)Br)=O)=O ((+/−)(3-Bromo-4-oxo-2-pyrimidin-4-yl-4,6,7,8,9,10-hexahydro-pyrimido[1,2-a]azepin-10-yl)-carbamic acid ethyl ester). Yield: 59.2%. As a reaction SMILES: [CH2:1]([O:3][C:4](=[O:24])[NH:5][CH:6]1[CH2:12][CH2:11][CH2:10][CH2:9][N:8]2[C:13](=[O:23])[CH:14]=[C:15]([C:17]3[CH:22]=[CH:21][N:20]=[CH:19][N:18]=3)[N:16]=[C:7]12)[CH3:2].[Br:25]N1C(=O)CCC1=O.C(OOC(=O)C1C=CC=CC=1)(=O)C1C=CC=CC=1>CN(C)C=O>[CH2:1]([O:3][C:4](=[O:24])[NH:5][CH:6]1[CH2:12][CH2:11][CH2:10][CH2:9][N:8]2[C:13](=[O:23])[C:14]([Br:25])=[C:15]([C:17]3[CH:22]=[CH:21][N:20]=[CH:19][N:18]=3)[N:16]=[C:7]12)[CH3:2]. Procedure details: To a solution of 0.080 g (0.24 mmol) of (4-oxo-2-pyrimidin-4-yl -4,6,7,8,9,10-hexahydro-pyrimido[1,2-a]azepin-10-yl)-carbamic acid ethyl ester in dimethylformamide (4 mL) were added 0.21 g (1.21 mmol) of N-bromosuccinimide and 0.03 g (0.12 mmol) of benzoyl peroxide. The solution was stirred at room temperature for 10 min and at 50° C. for 20 min. The reaction was quenched by adding a saturated solution of ammonium chloride. The product was extracted with dichloromethane, the organic phase was wa... The reactants are S(=O)(=O)(Cl)Cl (sulfonyl chloride), C(#N)C=1C=C(C=CC1OC(C)C)C1=NC(=NO1)C1=C2CC[C@H](C2=CC=C1)N[C@@H](C(=O)OC)C ((R)-methyl 2-(((R)-4-(5-(3-cyano-4-isopropoxyphenyl)-1,2,4-oxadiazol-3-yl)-2,3-dihydro-1H-inden-1-yl)amino)propanoate), [C@@H]1(CCC2=CC=CC=C12)N ((S)-indane amine), TEA. Solvent: C(Cl)Cl (DCM). Run at time 18 hour. The product is C(#N)C=1C=C(C=CC1OC(C)C)C1=NC(=NO1)C1=C2CC[C@H](C2=CC=C1)NC(CO)=O ((R)-N-(4-(5-(3 cyano-4-isopropoxyphenyl)-1,2,4-oxadiazol-3-yl)-2,3-dihydro-1H-inden-1-yl)-2-hydroxyacetamide). RXN SMILES: [C:1]([C:3]1[CH:4]=[C:5]([C:13]2[O:17][N:16]=[C:15]([C:18]3[CH:26]=[CH:25][CH:24]=[C:23]4[C:19]=3[CH2:20][CH2:21][C@H:22]4[NH:27][C@H:28](C)[C:29]([O:31]C)=O)[N:14]=2)[CH:6]=[CH:7][C:8]=1[O:9][CH:10]([CH3:12])[CH3:11])#[N:2].[C@@H]1(N)C2C(=CC=CC=2)CC1.S(Cl)(Cl)(=O)=[O:45]>C(Cl)Cl>[C:1]([C:3]1[CH:4]=[C:5]([C:13]2[O:17][N:16]=[C:15]([C:18]3[CH:26]=[CH:25][CH:24]=[C:23]4[C:19]=3[CH2:20][CH2:21][C@H:22]4[NH:27][C:28](=[O:45])[CH2:29][OH:31])[N:14]=2)[CH:6]=[CH:7][C:8]=1[O:9][CH:10]([CH3:11])[CH3:12])#[N:2]. Reported procedure: To a stirred solution of (R)- or (S)-indane amine (1 eq) in DCM (0.05M) was added TEA (2 eq) and the appropriate sulfonyl chloride (2 eq.) at room temperature. The reaction mixture was stirred at room temperature for 18 h. The solvent was evaporated and the pure product isolated after preparative HPLC purification. Starting materials: Cc1ncc(C=O)cc1Cl, CC(C)(C)OC(=O)N1CCC(N)CC1, [Na+], [Na+], [Na+], O=S(=O)([O-])[O-], O=C([O-])O. Yields the product Cc1ncc(CNC2CCN(C(=O)OC(C)(C)C)CC2)cc1Cl. Reaction SMILES: [Cl:15][c:16]1[cH:17][c:18]([CH:23]=[O:24])[cH:19][n:20][c:21]1[CH3:22].[NH2:1][CH:2]1[CH2:3][CH2:4][N:5]([C:8](=[O:9])[O:10][C:11]([CH3:12])([CH3:13])[CH3:14])[CH2:6][CH2:7]1.[Na+:25].[Na+:26].[Na+:36].[O-:27][S:28]([O-:29])(=[O:30])=[O:31].[O-:32][C:33]([OH:34])=[O:35]>>[NH:1]([CH:2]1[CH2:3][CH2:4][N:5]([C:8](=[O:9])[O:10][C:11]([CH3:12])([CH3:13])[CH3:14])[CH2:6][CH2:7]1)[CH2:23][c:18]1[cH:17][c:16]([Cl:15])[c:21]([CH3:22])[n:20][cH:19]1. The reactants are C1CC2(CCN1)OCCO2, Cc1ccc(C)cc1, Clc1ccncc1. Yields the product c1cc(N2CCC3(CC2)OCCO3)ccn1. As a reaction SMILES: [CH2:8]1[CH2:9][O:10][C:11]2([CH2:12][CH2:13][NH:14][CH2:15][CH2:16]2)[O:17]1.[CH3:18][c:19]1[cH:20][cH:21][c:22]([CH3:23])[cH:24][cH:25]1.[Cl:1][c:2]1[cH:3][cH:4][n:5][cH:6][cH:7]1>>[c:2]1([N:14]2[CH2:13][CH2:12][C:11]3([O:10][CH2:9][CH2:8][O:17]3)[CH2:16][CH2:15]2)[cH:3][cH:4][n:5][cH:6][cH:7]1. Starting materials: ClS(=O)(=O)O (Chlorosulfonic acid), ClC=1C=CC=2C(C=3N(C2C1)CCCN3)=O (7-chloro-3,4-dihydropyrimido(1,2-a)indol-10-(2H)-one). Conditions: temperature 71.5 celsius. Yields the product ClC=1C(=CC=2C(C=3N(C2C1)CCCN3)=O)S(=O)(=O)Cl (7-Chloro-10-oxo-2,3,4,10-tetrahydropyrimido[1,2-a]indole-8-sulfonyl chloride). The yield is 6.0%. As a reaction SMILES: [Cl:1][S:2]([OH:5])(=O)=[O:3].[Cl:6][C:7]1[CH:8]=[CH:9][C:10]2[C:11](=[O:20])[C:12]3[N:13]([CH2:16][CH2:17][CH2:18][N:19]=3)[C:14]=2[CH:15]=1>>[Cl:6][C:7]1[C:8]([S:2]([Cl:1])(=[O:5])=[O:3])=[CH:9][C:10]2[C:11](=[O:20])[C:12]3[N:13]([CH2:16][CH2:17][CH2:18][N:19]=3)[C:14]=2[CH:15]=1. Procedure: Chlorosulfonic acid (6 mL, 90.3 mmol, 12.2 eq) was added slowly to solid 7-chloro-3,4-dihydropyrimido(1,2-a)indol-10-(2H)-one (1.64 g, 7.43 mmol) with cooling in an ice bath. The ice bath was removed and the reaction mixture was heated to 65-78° C. for 2 hours. After cooling to room temperature the reaction was added drop-wise via pipette onto ice keeping the temperature cold with an external ice bath. The reaction mixture was extracted with CHCl3 (3×) and CH2Cl2 (2×). The combined organic extra...